From a dataset of the Open Reaction Database (ORD), a public repository of structured organic reaction records. describe an organic reaction: reactants, conditions, products, and yield The product is N1N=CC=C1C1=NNC2=CC(=CC=C12)C=O (3-(1H-pyrazol-5-yl)-1H-indazole-6-carbaldehyde). As a reaction SMILES: N1C=[CH:5][CH:4]=[C:3]([C:7]2[C:15]3[C:10](=[CH:11][C:12]([CH:16]=[O:17])=[CH:13][CH:14]=3)[NH:9][N:8]=2)C=1.[NH:18]1C(B(O)O)=CC=[N:19]1>>[NH:18]1[C:3]([C:7]2[C:15]3[C:10](=[CH:11][C:12]([CH:16]=[O:17])=[CH:13][CH:14]=3)[NH:9][N:8]=2)=[CH:4][CH:5]=[N:19]1. Procedure: According to the procedure for the synthesis of 3-(pyridin-3-yl)-1H-indazole-6-carbaldehyde, except substituting 1H-pyrazole-5-boronic acid (25 mg, 0.22 mmol), the title compound was prepared as a beige solid (5.3 mg, 13%). 1H NMR (400 MHz, CD3OD) δ ppm 10.13 (s, 1H), 8.44-8.32 (br. m, 1H), 8.14 (s, 1H), 7.78 (d, J=1.8 Hz, 1H), 7.75 (d, J=8.3 Hz, 1H), 6.90 (d, J=2.0 Hz, 1H); MS ESI 213.0 (100) [M+H]+, calcd for [C11H8N4O+H]+ 213.07. Starting materials: N1=CC(=CC=C1)C1=NNC2=CC(=CC=C12)C=O (3-(pyridin-3-yl)-1H-indazole-6-carbaldehyde), solid, ( 100 ), N1N=CC=C1B(O)O (1H-pyrazole-5-boronic acid). Yields the product FC1=C(C=C(C(=O)OC)C=C1)C(F)(F)F (methyl 4-fluoro-3-(trifluoromethyl)benzoate). Starting materials: FC1=C(C=C(C(=O)O)C=C1)C(F)(F)F (4-fluoro-3-(trifluoromethyl)benzoic acid), [Si](C)(C)(C)C=[N+]=[N-] (TMSCHN2), C(C)(=O)O (acetic acid). As a reaction SMILES: [F:1][C:2]1[CH:10]=[CH:9][C:5]([C:6]([OH:8])=[O:7])=[CH:4][C:3]=1[C:11]([F:14])([F:13])[F:12].[Si](C=[N+]=[N-])(C)(C)[CH3:16].C(O)(=O)C>CO.C(Cl)Cl>[F:1][C:2]1[CH:10]=[CH:9][C:5]([C:6]([O:8][CH3:16])=[O:7])=[CH:4][C:3]=1[C:11]([F:12])([F:13])[F:14]. Procedure: A solution of 4-fluoro-3-(trifluoromethyl)benzoic acid (260 mg, 1.25 mmol, 1 eq) in MeOH (0.5 mL) and CH2Cl2 (2 mL) was treated with TMSCHN2 (2M in hexanes, 0.85 mL, 1.70 mmol, 1A eq) dropwise with stirring at room temperature. After the reaction was stirred for 10 min, acetic acid was added until the yellow color disappeared. The mixture was concentrated to afford methyl 4-fluoro-3-(trifluoromethyl)benzoate, which was used in the next step without further purification. The solvent is CO (MeOH), C(Cl)Cl (CH2Cl2). Reactants: C(C)OC(=O)N1C(\C(\C2=CC=C(C=C12)Cl)=C/C1=CC(=CC=C1)Cl)=O (Z-6-chloro-3-(3-chloro-benzylidene)-2-oxo-2,3-dihydro-indole-1-carboxylic acid ethyl ester), BrC1=C(C=CC=C1)C=NC(=C)O[Si](C)(C)C (1-(2-bromophenyl)-3-trimethylsilyoxy-2-aza-1,3-butadiene). Solvent: C1(=CC=CC=C1)C (toluene). Product: C(C)OC(=O)N1C(C2(C(NC(CC2C2=CC(=CC=C2)Cl)=O)C2=C(C=CC=C2)Br)C2=CC=C(C=C12)Cl)=O (racemic (2′R,3R,4′S)-2′-(2-bromophenyl)-6-chloro-4′-(3-chlorophenyl)-2,3-dihydro-2,6′-dioxospiro[indole-3,3′-piperidine]-1-carboxylic acid ethyl ester). Yield: 69.5%. Reaction SMILES: [CH2:1]([O:3][C:4]([N:6]1[C:14]2[C:9](=[CH:10][CH:11]=[C:12]([Cl:15])[CH:13]=2)/[C:8](=[CH:16]/[C:17]2[CH:22]=[CH:21][CH:20]=[C:19]([Cl:23])[CH:18]=2)/[C:7]1=[O:24])=[O:5])[CH3:2].[Br:25][C:26]1[CH:31]=[CH:30][CH:29]=[CH:28][C:27]=1[CH:32]=[N:33][C:34]([O:36][Si](C)(C)C)=[CH2:35]>C1(C)C=CC=CC=1>[CH2:1]([O:3][C:4]([N:6]1[C:14]2[C:9](=[CH:10][CH:11]=[C:12]([Cl:15])[CH:13]=2)[C:8]2([CH:16]([C:17]3[CH:22]=[CH:21][CH:20]=[C:19]([Cl:23])[CH:18]=3)[CH2:35][C:34](=[O:36])[NH:33][CH:32]2[C:27]2[CH:28]=[CH:29][CH:30]=[CH:31][C:26]=2[Br:25])[C:7]1=[O:24])=[O:5])[CH3:2]. Reported procedure: In a manner similar to the method described in example 4c, E/Z-6-chloro-3-(3-chloro-benzylidene)-2-oxo-2,3-dihydro-indole-1-carboxylic acid ethyl ester (0.4 g, 1.1 mmol) prepared in example 4b was reacted with 1-(2-bromophenyl)-3-trimethylsilyoxy-2-aza-1,3-butadiene (3.0 g, 10 mmol) prepared in example 22a, in toluene to give racemic (2′R,3R,4′S)-2′-(2-bromophenyl)-6-chloro-4′-(3-chlorophenyl)-2,3-dihydro-2,6′-dioxospiro[indole-3,3′-piperidine]-1-carboxylic acid ethyl ester (0.45 g, 69%). The reactants are N1CCCCC1 (piperidine), ClC1=C(C(=O)O)C=C(C(=C1)Cl)S(=O)(=O)Cl (2,4-dichloro-5-chlorosulfonylbenzoic acid), [OH-].[Na+] (sodium hydroxide). Solvent: O (water). Run at time 1 hour. Product: ClC1=C(C(=O)O)C=C(C(=C1)Cl)S(=O)(=O)N1CCCCC1 (2,4-Dichloro-5-piperidinosulfonylbenzoic Acid). Reaction SMILES: [NH:1]1[CH2:6][CH2:5][CH2:4][CH2:3][CH2:2]1.[Cl:7][C:8]1[CH:16]=[C:15]([Cl:17])[C:14]([S:18](Cl)(=[O:20])=[O:19])=[CH:13][C:9]=1[C:10]([OH:12])=[O:11].[OH-].[Na+]>O>[Cl:7][C:8]1[CH:16]=[C:15]([Cl:17])[C:14]([S:18]([N:1]2[CH2:6][CH2:5][CH2:4][CH2:3][CH2:2]2)(=[O:20])=[O:19])=[CH:13][C:9]=1[C:10]([OH:12])=[O:11] |f:2.3|. Reported procedure: A stirred suspension of 1.7 g. (0.02 mole) of piperidine and 5.8 g. (0.02 mole) of 2,4-dichloro-5-chlorosulfonylbenzoic acid (Sturm, et al., Ber., 99, 328 (1966) in 70 ml. of water and cooled to 15° C. is treated dropwise with 50 ml. of 1 N sodium hydroxide. When the addition is complete, the mixture is allowed to warm to room temperature and remain for 1 hr. The hazy suspension is filtered and the clear filtrate acidified with 12 N hydrochloric acid. The precipitated solids are filtered and dri...